Dataset: the Open Reaction Database (ORD), a public repository of structured organic reaction records. Task: describe an organic reaction: reactants, conditions, products, and yield Reactants: COC(=O)C1C(C2=C(N(CC1)C(=O)OC(C)C)C=C(C(=C2)CC)C(F)(F)F)=O (7-ethyl-5-oxo-8-trifluoromethyl-2,3,4,5-tetrahydro-benzo[b]azepine-1,4-dicarboxylic acid 1-isopropyl ester 4-methyl ester), [Cl-].[Na+] (sodium chloride). The solvent is O (water), C(C)(=O)OCC (ethyl acetate), CS(=O)C (dimethylsulfoxide), O (water). The product is C(C)C1=CC2=C(NCCCC2=O)C=C1C(F)(F)F (7-Ethyl-8-trifluoromethyl-1,2,3,4-tetrahydro-benzo[b]azepin-5-one). The yield is 60.8%. As a reaction SMILES: COC([CH:5]1[CH2:11][CH2:10][N:9](C(OC(C)C)=O)[C:8]2[CH:18]=[C:19]([C:24]([F:27])([F:26])[F:25])[C:20]([CH2:22][CH3:23])=[CH:21][C:7]=2[C:6]1=[O:28])=O.[Cl-].[Na+]>CS(C)=O.O.C(OCC)(=O)C>[CH2:22]([C:20]1[C:19]([C:24]([F:27])([F:25])[F:26])=[CH:18][C:8]2[NH:9][CH2:10][CH2:11][CH2:5][C:6](=[O:28])[C:7]=2[CH:21]=1)[CH3:23] |f:1.2|. Procedure: Heat a mixture of 7-ethyl-5-oxo-8-trifluoromethyl-2,3,4,5-tetrahydro-benzo[b]azepine-1,4-dicarboxylic acid 1-isopropyl ester 4-methyl ester (23.55 g, 58.61 mmol), sodium chloride (52.50 g), and water (10.0 mL) in dimethylsulfoxide (500 mL) at reflux for 46 h. Allow the mixture to cool to room temperature and dilute it with water (200 mL) and ethyl acetate (200 mL). Wash the organic layer with water (350 mL). Dry the organic layer over anhydrous sodium sulfate and filter. Remove the solvents unde... Reactants: CCOC(C)=O, COC(=O)C(F)(F)Cl, [F-], [I-], Ic1cnc2ccccc2c1, [K+], O. Product: FC(F)(F)c1cnc2ccccc2c1. RXN SMILES: [CH3:23][CH2:24][O:25][C:26](=[O:27])[CH3:28].[Cl:15][C:16]([C:17]([O:18][CH3:19])=[O:20])([F:21])[F:22].[F-:13].[I-:12].[I:1][c:2]1[cH:3][n:4][c:5]2[cH:6][cH:7][cH:8][cH:9][c:10]2[cH:11]1.[K+:14].[OH2:29]>>[c:2]1([C:16]([F:13])([F:21])[F:22])[cH:3][n:4][c:5]2[cH:6][cH:7][cH:8][cH:9][c:10]2[cH:11]1.